From a dataset of the Open Reaction Database (ORD), a public repository of structured organic reaction records. describe an organic reaction: reactants, conditions, products, and yield Starting materials: C1=CC=CC2=C1CCCCC2CCCC(=O)OCC (ethyl 4-(6,7,8,9-tetrahydro-5H-5-benzocycloheptenyl)butyrate), [OH-].[Na+] (sodium hydroxide), Cl (hydrochloric acid). Solvent: CO (methanol). Reaction conditions: time 3 hour. Yields the product C1=CC=CC2=C1CCCCC2CCCC(=O)O (4-(6,7,8,9-Tetrahydro-5H-5-benzocycloheptenyl)butyric acid). RXN SMILES: [CH:1]1[C:6]2[CH2:7][CH2:8][CH2:9][CH2:10][CH:11]([CH2:12][CH2:13][CH2:14][C:15]([O:17]CC)=[O:16])[C:5]=2[CH:4]=[CH:3][CH:2]=1.[OH-].[Na+].Cl>CO>[CH:1]1[C:6]2[CH2:7][CH2:8][CH2:9][CH2:10][CH:11]([CH2:12][CH2:13][CH2:14][C:15]([OH:17])=[O:16])[C:5]=2[CH:4]=[CH:3][CH:2]=1 |f:1.2|. Procedure: A solution of ethyl 4-(6,7,8,9-tetrahydro-5H-5-benzocycloheptenyl)butyrate (0.534 g) in methanol (10 ml) was added with 2 N aqueous sodium hydroxide (2 ml), and the mixture was stirred at room temperature for 3 hours. The reaction mixture was added with 2 N aqueous hydrochloric acid and thereby made acidic, and the mixture was extracted with chloroform. The organic layer was washed successively with water and saturated brine, dried over anhydrous sodium sulfate, and then concentrated under reduc... The reactants are O=C1CCCc2c(Br)cccc21, CN(C)C=O, [Cu], O. The product is N#Cc1cccc2c1CCCC2=O. As a reaction SMILES: [Br:1][c:2]1[c:3]2[c:8]([cH:9][cH:10][cH:11]1)[C:7](=[O:12])[CH2:6][CH2:5][CH2:4]2.[CH3:13][N:14]([CH3:15])[CH:16]=[O:17].[Cu:19].[OH2:18]>>[c:2]1([C:13]#[N:14])[c:3]2[c:8]([cH:9][cH:10][cH:11]1)[C:7](=[O:12])[CH2:6][CH2:5][CH2:4]2. Reactants: COC(=O)C1=CC=C(C=C2C(C(CCC2)=CC2=CC=C(C=C2)C(=O)OC)=O)C=C1 (2,6-bis(4'-methoxycarbonylbenzylidene)cyclohexanone), [H][H] (hydrogen), [H][H] (hydrogen). Reagents/catalysts: [Pt] (platinum on carbon). Run in C1(=CC=CC=C1)C (toluene). Run at temperature 175 celsius, time 6 hour. Yields the product COC(=O)C1=CC=C(C=C2C(C(CCC2)=CC2=CC=C(C=C2)C(=O)OC)=O)C=C1 (2,6-bis(4'-methoxycarbonylbenzylidene)cyclohexanone), COC(=O)C1=CC=C(C=C2C(C(CCC2)=CC2=CC=C(C=C2)C(=O)OC)O)C=C1 (2,6-bis(4'-methoxycarbonylbenzylidene)cyclohexanol). Reaction SMILES: [CH3:1][O:2][C:3]([C:5]1[CH:29]=[CH:28][C:8]([CH:9]=[C:10]2[CH2:15][CH2:14][CH2:13][C:12](=[CH:16][C:17]3[CH:22]=[CH:21][C:20]([C:23]([O:25][CH3:26])=[O:24])=[CH:19][CH:18]=3)[C:11]2=[O:27])=[CH:7][CH:6]=1)=[O:4].[H][H]>[Pt].C1(C)C=CC=CC=1>[CH3:26][O:25][C:23]([C:20]1[CH:19]=[CH:18][C:17]([CH:16]=[C:12]2[CH2:13][CH2:14][CH2:15][C:10](=[CH:9][C:8]3[CH:7]=[CH:6][C:5]([C:3]([O:2][CH3:1])=[O:4])=[CH:29][CH:28]=3)[C:11]2=[O:27])=[CH:22][CH:21]=1)=[O:24].[CH3:26][O:25][C:23]([C:20]1[CH:19]=[CH:18][C:17]([CH:16]=[C:12]2[CH2:13][CH2:14][CH2:15][C:10](=[CH:9][C:8]3[CH:7]=[CH:6][C:5]([C:3]([O:2][CH3:1])=[O:4])=[CH:29][CH:28]=3)[CH:11]2[OH:27])=[CH:22][CH:21]=1)=[O:24]. Reported procedure: An autoclave containing 2,6-bis(4'-methoxycarbonylbenzylidene)cyclohexanone (5.0 g, 0.0128 mol), 5% platinum on carbon (0.5 g) and toluene (100 mL) is pressurized to 50 psig with hydrogen, heated to 175° C. and then pressurized with hydrogen to a total pressure of 250 psig. The autoclave is maintained at 175° C. and 250 psig for 6 hours and then cooled and vented. The contents of the autoclave are transferred to a round bottom flask and the solvent removed. The residue is dissolved in a minimum ... Reactants: ClC1=C(C#N)C(=CC=C1I)F (2-chloro-6-fluoro-3-iodobenzonitrile), C(C=C)[Sn](CCCC)(CCCC)CCCC (allyltributylstannane), [Li+].[Cl-] (LiCl). The reagents and catalysts are C=1C=CC(=CC1)[P](C=2C=CC=CC2)(C=3C=CC=CC3)[Pd]([P](C=4C=CC=CC4)(C=5C=CC=CC5)C=6C=CC=CC6)([P](C=7C=CC=CC7)(C=8C=CC=CC8)C=9C=CC=CC9)[P](C=1C=CC=CC1)(C=1C=CC=CC1)C=1C=CC=CC1 (Pd(PPh3)4). Run in CCOC(=O)C (EtOAc), C1(=CC=CC=C1)C (toluene). Conditions: temperature 100 celsius. The product is ClC1=C(C#N)C(=CC=C1CC=C)F (2-chloro-6-fluoro-3-(prop-2-en-1-yl)benzonitrile). RXN SMILES: [Cl:1][C:2]1[C:9](I)=[CH:8][CH:7]=[C:6]([F:11])[C:3]=1[C:4]#[N:5].[CH2:12]([Sn](CCCC)(CCCC)CCCC)[CH:13]=[CH2:14].[Li+].[Cl-]>C1(C)C=CC=CC=1.CCOC(C)=O.C1C=CC([P]([Pd]([P](C2C=CC=CC=2)(C2C=CC=CC=2)C2C=CC=CC=2)([P](C2C=CC=CC=2)(C2C=CC=CC=2)C2C=CC=CC=2)[P](C2C=CC=CC=2)(C2C=CC=CC=2)C2C=CC=CC=2)(C2C=CC=CC=2)C2C=CC=CC=2)=CC=1>[Cl:1][C:2]1[C:9]([CH2:14][CH:13]=[CH2:12])=[CH:8][CH:7]=[C:6]([F:11])[C:3]=1[C:4]#[N:5] |f:2.3,^1:46,48,67,86|. Reported procedure: A mixture of 2-chloro-6-fluoro-3-iodobenzonitrile (800 mg, 2.85 mmol), allyltributylstannane (1.245 mg, 3.761 mmol), LiCl (431 mg, 10.3 mmol) and Pd(PPh3)4 (100 mg) in 50 mL toluene was heated at 100° C. overnight. Cooled to rt. and diluted with 50 mL EtOAc and filtered. The filtrate was washed with water and brine, dried over anhydrous Na2SO4 and concentrated to dryness. The residue was purified via prep-TLC (ethyl acetate/Pet ether=1:5) to give 2-chloro-6-fluoro-3-(prop-2-en-1-yl)benzonitrile.... Reactants: CC(C)(C)OC(=O)NC(=CC(=O)C(Cc1ccccc1)N(Cc1ccccc1)Cc1ccccc1)Cc1ccccc1, CC(C)=O, [H][H]. Yields the product CC(C)(C)OC(=O)NC(CC(=O)C(Cc1ccccc1)N(Cc1ccccc1)Cc1ccccc1)Cc1ccccc1. As a reaction SMILES: [CH2:1]([c:2]1[cH:3][cH:4][cH:5][cH:6][cH:7]1)[N:8]([CH2:9][c:10]1[cH:11][cH:12][cH:13][cH:14][cH:15]1)[CH:16]([CH2:17][c:18]1[cH:19][cH:20][cH:21][cH:22][cH:23]1)[C:24]([CH:25]=[C:26]([CH2:27][c:28]1[cH:29][cH:30][cH:31][cH:32][cH:33]1)[NH:34][C:35](=[O:36])[O:37][C:38]([CH3:39])([CH3:40])[CH3:41])=[O:42].[CH3:45][C:46](=[O:47])[CH3:48].[H:43][H:44]>>[CH2:1]([c:2]1[cH:3][cH:4][cH:5][cH:6][cH:7]1)[N:8]([CH2:9][c:10]1[cH:11][cH:12][cH:13][cH:14][cH:15]1)[CH:16]([CH2:17][c:18]1[cH:19][cH:20][cH:21][cH:22][cH:23]1)[C:24]([CH2:25][CH:26]([CH2:27][c:28]1[cH:29][cH:30][cH:31][cH:32][cH:33]1)[NH:34][C:35](=[O:36])[O:37][C:38]([CH3:39])([CH3:40])[CH3:41])=[O:42]. The reactants are C(C)(=O)NC=1C=CC=C2C=CC(NC12)=O (8-Acetylaminocarbostyril). The reagents and catalysts are [C].[Pd] (palladium-carbon). Run in O1CCOCC1 (dioxane). Product: C(C)(=O)NC=1C=CC=C2CCC(NC12)=O (8-acetylamino-3,4-dihydrocarbostyril). The yield is 0.1%. Reaction SMILES: [C:1]([NH:4][C:5]1[CH:6]=[CH:7][CH:8]=[C:9]2[C:14]=1[NH:13][C:12](=[O:15])[CH:11]=[CH:10]2)(=[O:3])[CH3:2]>O1CCOCC1.[C].[Pd]>[C:1]([NH:4][C:5]1[CH:6]=[CH:7][CH:8]=[C:9]2[C:14]=1[NH:13][C:12](=[O:15])[CH2:11][CH2:10]2)(=[O:3])[CH3:2] |f:2.3|. Procedure details: 8-Acetylaminocarbostyril (15.0 g, 74.2 mols) was suspended in 300 ml of dioxane. After adding 2.0 g of 10% palladium-carbon, the suspension was subjected to catalytic reduction at 70° to 80° C. under atmospheric pressure. After completion of reaction, the catalyst was removed by filtration and the solvent was distilled off under reduced pressure to give 14.3 g of 8-acetylamino-3,4-dihydrocarbostyril. Reactants: FC(C1=CC=C2C(=NNC2=C1)C(=O)OC)(F)F (methyl 6-(trifluoromethyl)-1H-indazole-3-carboxylate), C([O-])([O-])=O.[K+].[K+] (potassium carbonate), IC (iodomethane). Run in C(C)#N (acetonitrile). Reported procedure: To an acetonitrile (5 ml) solution of methyl 6-(trifluoromethyl)-1H-indazole-3-carboxylate (300 mg, 1.2 mmol) were added potassium carbonate (1.0 g, 7.4 mmol) and iodomethane (350 mg, 2.5 mmol) at room temperature respectively. The mixture was stirred at room temperature for 4 hours. The solid was removed by filtration and washed with acetonitrile. The filtrate was concentrated in vacuo. After being filtered off, the filtrate was concentrated under reduced pressure, the residue was applied to a ... Run at time 4 hour. As a reaction SMILES: [F:1][C:2]([F:17])([F:16])[C:3]1[CH:11]=[C:10]2[C:6]([C:7]([C:12]([O:14][CH3:15])=[O:13])=[N:8][NH:9]2)=[CH:5][CH:4]=1.[C:18](=O)([O-])[O-].[K+].[K+].IC>C(#N)C>[CH3:18][N:9]1[C:10]2[C:6](=[CH:5][CH:4]=[C:3]([C:2]([F:1])([F:16])[F:17])[CH:11]=2)[C:7]([C:12]([O:14][CH3:15])=[O:13])=[N:8]1 |f:1.2.3|. Yield: 75.0%. Yields the product CN1N=C(C2=CC=C(C=C12)C(F)(F)F)C(=O)OC (methyl 1-methyl-6-(trifluoromethyl)-1H-indazole-3-carboxylate).